describe an organic reaction: reactants, conditions, products, and yield From a dataset of the Open Reaction Database (ORD), a public repository of structured organic reaction records. The reactants are O=C([O-])[O-], N#Cc1ccccc1O, CC(C)=O, [Cs+], [Cs+], CC(C)I. The product is CC(C)Oc1ccccc1C#N. Reaction SMILES: [C:10](=[O:11])([O-:12])[O-:13].[C:1](#[N:2])[c:3]1[c:4]([OH:9])[cH:5][cH:6][cH:7][cH:8]1.[CH3:20][C:21](=[O:22])[CH3:23].[Cs+:14].[Cs+:15].[I:16][CH:17]([CH3:18])[CH3:19]>>[C:1](#[N:2])[c:3]1[c:4]([O:9][CH:17]([CH3:18])[CH3:19])[cH:5][cH:6][cH:7][cH:8]1. Reactants: CC(C)(C)O, C=CCc1c(C)cc(C2OCCCO2)cc1C, C[N+]1([O-])CCOCC1, CC(C)=O, ClCCl, O=[Os](=O)(=O)=O, O, O. The product is Cc1cc(C2OCCCO2)cc(C)c1CC(O)CO. As a reaction SMILES: [C:32]([OH:33])([CH3:34])([CH3:35])[CH3:36].[CH2:1]([CH:2]=[CH2:3])[c:4]1[c:5]([CH3:17])[cH:6][c:7]([CH:11]2[O:12][CH2:13][CH2:14][CH2:15][O:16]2)[cH:8][c:9]1[CH3:10].[CH3:18][N+:19]1([O-:20])[CH2:21][CH2:22][O:23][CH2:24][CH2:25]1.[CH3:28][C:29](=[O:30])[CH3:31].[Cl:37][CH2:38][Cl:39].[O:40]=[Os:41](=[O:42])(=[O:43])=[O:44].[OH2:26].[OH2:27]>>[CH2:1]([CH:2]([CH2:3][OH:26])[OH:27])[c:4]1[c:5]([CH3:17])[cH:6][c:7]([CH:11]2[O:12][CH2:13][CH2:14][CH2:15][O:16]2)[cH:8][c:9]1[CH3:10]. Reactants: BrC=1C=CC2=C(C=C(CCO2)C(=O)OCC)C1 (ethyl 7-bromo-2,3-dihydro-1-benzoxepine-4-carboxylate), B(OC1=CC=C(C=C1)C(F)(F)F)([O-])[O-] (4-trifluoromethylphenyl borate), C([O-])([O-])=O.[K+].[K+] (potassium carbonate). Reagents/catalysts: C=1C=CC(=CC1)[P](C=2C=CC=CC2)(C=3C=CC=CC3)[Pd]([P](C=4C=CC=CC4)(C=5C=CC=CC5)C=6C=CC=CC6)([P](C=7C=CC=CC7)(C=8C=CC=CC8)C=9C=CC=CC9)[P](C=1C=CC=CC1)(C=1C=CC=CC1)C=1C=CC=CC1 (tetrakistriphenylphosphinepalladium). Run in C=1(C(=CC=CC1)CCO)C.O (toluene-ethanol water). The product is FC(C1=CC=C(C=C1)C=1C=CC2=C(C=C(CCO2)C(=O)OCC)C1)(F)F (ethyl 7-(4-trifluoromethylphenyl)-2,3-dihydro-1-benzoxepine-4-carboxylate). Isolated yield 80.2%. RXN SMILES: Br[C:2]1[CH:3]=[CH:4][C:5]2[O:11][CH2:10][CH2:9][C:8]([C:12]([O:14][CH2:15][CH3:16])=[O:13])=[CH:7][C:6]=2[CH:17]=1.B([O-])([O-])O[C:20]1[CH:25]=[CH:24][C:23]([C:26]([F:29])([F:28])[F:27])=[CH:22][CH:21]=1.C(=O)([O-])[O-].[K+].[K+]>C1(C)C(CCO)=CC=CC=1.O.C1C=CC([P]([Pd]([P](C2C=CC=CC=2)(C2C=CC=CC=2)C2C=CC=CC=2)([P](C2C=CC=CC=2)(C2C=CC=CC=2)C2C=CC=CC=2)[P](C2C=CC=CC=2)(C2C=CC=CC=2)C2C=CC=CC=2)(C2C=CC=CC=2)C2C=CC=CC=2)=CC=1>[F:27][C:26]([F:29])([F:28])[C:23]1[CH:24]=[CH:25][C:20]([C:2]2[CH:3]=[CH:4][C:5]3[O:11][CH2:10][CH2:9][C:8]([C:12]([O:14][CH2:15][CH3:16])=[O:13])=[CH:7][C:6]=3[CH:17]=2)=[CH:21][CH:22]=1 |f:2.3.4,5.6,^1:52,54,73,92|. Procedure details: Under argon atmosphere, a solution of ethyl 7-bromo-2,3-dihydro-1-benzoxepine-4-carboxylate (500 mg), 4-trifluoromethylphenyl borate (351.5 mg) and potassium carbonate (0.47 g) in toluene-ethanol-water (20-2-2 ml) was stirred at room temperature for 1 hour. To the reaction mixture was added tetrakistriphenylphosphinepalladium (0.06 g), and the mixture was refluxed for 20 hours and cooled to room temperature. The organic layer was washed with saturated sodium chloride solution, dried with magnesi... Starting materials: FC(C=1C=C(CN(C(=O)C2=C(C3=NC=CC=C3C(N2C)=O)C2=CC=C(C=C2)F)C)C=C(C1)C(F)(F)F)(F)F (N-[3,5-bis (trifluoromethyl)benzyl]-8-(4-fluorophenyl]-5,6-dihydro-N, 6-dimethyl-5-oxo-7-pyrido[4,3-b]pyridinecarboxamide). Reagents/catalysts: [Pd] (Pd-C). The solvent is CO (methanol). Conditions: time 3 hour. Yields the product FC(C=1C=C(CN(C(=O)C2=C(C=3NCCCC3C(N2C)=O)C2=CC=C(C=C2)F)C)C=C(C1)C(F)(F)F)(F)F (N-[3,5-Bis(trifluoromethyl)benzyl]-8-(4-fluorophenyl)-1,2,3,4,5,6-hexahydro-N, 6-dimethyl-5-oxo-7-pyrido[4,3-b]pyridinecarboxamide). Isolated yield 69.5%. Reaction SMILES: [F:1][C:2]([F:38])([F:37])[C:3]1[CH:4]=[C:5]([CH:30]=[C:31]([C:33]([F:36])([F:35])[F:34])[CH:32]=1)[CH2:6][N:7]([CH3:29])[C:8]([C:10]1[N:19]([CH3:20])[C:18](=[O:21])[C:17]2[C:12](=[N:13][CH:14]=[CH:15][CH:16]=2)[C:11]=1[C:22]1[CH:27]=[CH:26][C:25]([F:28])=[CH:24][CH:23]=1)=[O:9]>CO.[Pd]>[F:37][C:2]([F:1])([F:38])[C:3]1[CH:4]=[C:5]([CH:30]=[C:31]([C:33]([F:35])([F:34])[F:36])[CH:32]=1)[CH2:6][N:7]([CH3:29])[C:8]([C:10]1[N:19]([CH3:20])[C:18](=[O:21])[C:17]2[CH2:16][CH2:15][CH2:14][NH:13][C:12]=2[C:11]=1[C:22]1[CH:23]=[CH:24][C:25]([F:28])=[CH:26][CH:27]=1)=[O:9]. Reported procedure: In methanol (8 ml) was dissolved N-[3,5-bis (trifluoromethyl)benzyl]-8-(4-fluorophenyl]-5,6-dihydro-N, 6-dimethyl-5-oxo-7-pyrido[4,3-b]pyridinecarboxamide (Example 19) (50 mg). To the solution was added 10% Pd-C (50% hydrous) (40 mg). The mixture was stirred for 3 hours at room temperature under hydrogen atmosphere. The catalyst was filtered off. From the filtrate, the solvent was distilled off to give the above-titled compound as colorless crystals (35 mg). Reactants: C1CCOC1, CC(=O)[O-], CCOC(C)=O, O=C(O)c1ccc(N2CC3(CCCCCC3)N(C3CC3)C2=O)cc1, [NH4+]. Product: NC(=O)c1ccc(N2CC3(CCCCCC3)N(C3CC3)C2=O)cc1. Reaction SMILES: [CH2:30]1[O:31][CH2:32][CH2:33][CH2:34]1.[CH3:26][C:27](=[O:28])[O-:29].[CH3:35][CH2:36][O:37][C:38]([CH3:39])=[O:40].[CH:1]1([N:4]2[C:5](=[O:24])[N:6]([c:15]3[cH:16][cH:17][c:18]([C:19](=[O:20])[OH:21])[cH:22][cH:23]3)[CH2:7][C:8]23[CH2:9][CH2:10][CH2:11][CH2:12][CH2:13][CH2:14]3)[CH2:2][CH2:3]1.[NH4+:25]>>[CH:1]1([N:4]2[C:5](=[O:24])[N:6]([c:15]3[cH:16][cH:17][c:18]([C:19](=[O:21])[NH2:25])[cH:22][cH:23]3)[CH2:7][C:8]23[CH2:9][CH2:10][CH2:11][CH2:12][CH2:13][CH2:14]3)[CH2:2][CH2:3]1. Reactants: ClC=1C=2N(C3=CC=CC=C3N1)C=NN2 (4-Chloro-[1,2,4]triazolo[4,3-a]-quinoxaline), product, C(CC)NCCC (di-n-propylamine). Solvent: CN(C=O)C (N,N-dimethylformamide). The product is C(CC)N(C=1C=2N(C3=CC=CC=C3N1)C=NN2)CCC (4-di-n-propylamino-[1,2,4]triazolo[4,3-a]quinoxaline). Isolated yield 41.0%. As a reaction SMILES: Cl[C:2]1[C:3]2[N:4]([CH:12]=[N:13][N:14]=2)[C:5]2[C:10]([N:11]=1)=[CH:9][CH:8]=[CH:7][CH:6]=2.[CH2:15]([NH:18][CH2:19][CH2:20][CH3:21])[CH2:16][CH3:17]>CN(C)C=O>[CH2:15]([N:18]([CH2:19][CH2:20][CH3:21])[C:2]1[C:3]2[N:4]([CH:12]=[N:13][N:14]=2)[C:5]2[C:10]([N:11]=1)=[CH:9][CH:8]=[CH:7][CH:6]=2)[CH2:16][CH3:17]. Procedure details: 4-Chloro-[1,2,4]triazolo[4,3-a]-quinoxaline (2.0 g., 0.01 mole), the product of Example 2, and 3.0 g. (0.03 mole) of di-n-propylamine in N,N-dimethylformamide (50 ml.) were stirred for 3 hours at room temperature. The solution was poured over ice to form a precipitate which was separated by filtration and air dried. Recrystallization from cyclohexane (250 ml.) afforded 1.1 g. (41% yield) of 4-di-n-propylamino-[1,2,4]triazolo[4,3-a]quinoxaline, m.p. 240°-242° C. Mass spectrum: m/e, 269 (P). Reactants: Cl (Hydrochloride), C(C)N=C=NCCCN(C)C (1-ethyl-3-[3-(N,N-dimethylamino)propyl]carbodiimide), CN(C)C1=NC=CC=C1 (dimethylaminopyridine), ClC1=CC(=C(C(=O)O)C=C1)N[C@@H]1[C@H](CCCC1)N1CCCC1 (4-chloro-2-{[(1S*,2S*)-2-pyrrolidin-1-ylcyclohexyl]amino}benzoic acid), NC1=CC=C2CCC(N(C2=C1)C)=O (7-amino-1-methyl-3,4-dihydroquinolin-2(1H)-one). Solvent: C(Cl)Cl (methylene chloride). The product is ClC1=CC(=C(C(=O)NC2=CC=C3CCC(N(C3=C2)C)=O)C=C1)N[C@@H]1[C@H](CCCC1)N1CCCC1 (4-chloro-N-(1-methyl-2-oxo-1,2,3,4-tetrahydroquinolin-7-yl)-2-{[(1S*,2S*)-2-pyrrolidin-1-ylcyclohexyl]amino}benzamide). As a reaction SMILES: Cl.C(N=C=NCCCN(C)C)C.CN(C1C=CC=CN=1)C.[Cl:22][C:23]1[CH:31]=[CH:30][C:26]([C:27](O)=[O:28])=[C:25]([NH:32][C@H:33]2[CH2:38][CH2:37][CH2:36][CH2:35][C@@H:34]2[N:39]2[CH2:43][CH2:42][CH2:41][CH2:40]2)[CH:24]=1.[NH2:44][C:45]1[CH:54]=[C:53]2[C:48]([CH2:49][CH2:50][C:51](=[O:56])[N:52]2[CH3:55])=[CH:47][CH:46]=1>C(Cl)Cl>[Cl:22][C:23]1[CH:31]=[CH:30][C:26]([C:27]([NH:44][C:45]2[CH:54]=[C:53]3[C:48]([CH2:49][CH2:50][C:51](=[O:56])[N:52]3[CH3:55])=[CH:47][CH:46]=2)=[O:28])=[C:25]([NH:32][C@H:33]2[CH2:38][CH2:37][CH2:36][CH2:35][C@@H:34]2[N:39]2[CH2:40][CH2:41][CH2:42][CH2:43]2)[CH:24]=1. Procedure: Hydrochloride of 1-ethyl-3-[3-(N,N-dimethylamino)propyl]carbodiimide (174 mg) and dimethylaminopyridine (21 mg) were added to a methylene chloride (5 mL) solution of 4-chloro-2-{[(1S*,2S*)-2-pyrrolidin-1-ylcyclohexyl]amino}benzoic acid (220 mg) and 7-amino-1-methyl-3,4-dihydroquinolin-2(1H)-one (100 mg). After stirring the reaction liquid overnight at room temperature, the reaction liquid was concentrated under a reduced pressure. By purifying the residue by silica gel column chromatography (hex... Starting materials: ClC1=C(C=C(C=C1)CN1CCN(CC1)C(=O)OC(C)(C)C)C(=O)NCCC12CC3CC(CC(C1)C3)C2 (4-[[4-chloro-3-[[(2-tricyclo[3.3.1.13,7]dec-1-ylethyl)amino]carbonyl]phenyl]methyl]-1-piperazinecarboxylic acid, 1,1-dimethylethyl ester), Cl (HCl). Run in CO (methanol), O1CCOCC1 (dioxane). Run at time 14 hour. Yields the product Cl.ClC1=C(C(=O)NCCC23CC4CC(CC(C2)C4)C3)C=C(C=C1)CN1CCNCC1 (2-Chloro-5-(1-piperazinylmethyl)-N-(2-tricyclo[3.3.1.13,7]dec-1-ylethyl)-benzamide, hydrochloride salt). As a reaction SMILES: [Cl:1][C:2]1[CH:7]=[CH:6][C:5]([CH2:8][N:9]2[CH2:14][CH2:13][N:12](C(OC(C)(C)C)=O)[CH2:11][CH2:10]2)=[CH:4][C:3]=1[C:22]([NH:24][CH2:25][CH2:26][C:27]12[CH2:36][CH:31]3[CH2:32][CH:33]([CH2:35][CH:29]([CH2:30]3)[CH2:28]1)[CH2:34]2)=[O:23].Cl>CO.O1CCOCC1>[ClH:1].[Cl:1][C:2]1[CH:7]=[CH:6][C:5]([CH2:8][N:9]2[CH2:14][CH2:13][NH:12][CH2:11][CH2:10]2)=[CH:4][C:3]=1[C:22]([NH:24][CH2:25][CH2:26][C:27]12[CH2:28][CH:29]3[CH2:30][CH:31]([CH2:32][CH:33]([CH2:35]3)[CH2:34]1)[CH2:36]2)=[O:23] |f:4.5|. Procedure details: 4-[[4-chloro-3-[[(2-tricyclo[3.3.1.13,7]dec-1-ylethyl)amino]carbonyl]phenyl]methyl]-1-piperazinecarboxylic acid, 1,1-dimethylethyl ester, (Example 18b, 0.270 g) was dissolved in methanol (3 ml), 4N HCl in dioxane (2 ml) was added and the mixture stirred for 14 h at room temperature. The solvent was removed under vacuum and the resulting solid was triturated with ether to afford the title compound as a white powder (0.207 g).